This data is from the Open Reaction Database (ORD), a public repository of structured organic reaction records. The task is: describe an organic reaction: reactants, conditions, products, and yield Starting materials: N\C(=C(/C(=O)OCC)\C(CC)=O)\C(F)(F)F (Ethyl 3-amino-2-propionyl-4,4,4-trifluorocrotonate), [Li+].CC(C)[N-]C(C)C (LDA), [Li]CCCC (n-BuLi), C(C)(C)NC(C)C (diisopropylamine), FC(C(C(=O)OCC)(F)F)(F)F (ethyl pentafluoropropionate). Solvent: O (water), CCOCC (ether), CCOCC (ether). Conditions: temperature 10 celsius, time 30 minute. The product is OC1=C(C(=NC(=C1C)C(C(F)(F)F)(F)F)C(F)(F)F)C(=O)OCC (Ethyl 4-hydroxy-5-methyl-6-(pentafluoroethyl)-2-(trifluoromethyl)-3-pyridinecarboxylate). Isolated yield 30.7%. As a reaction SMILES: [Li+].CC([N-]C(C)C)C.[Li]CCCC.C(NC(C)C)(C)C.[NH2:21]/[C:22](/[C:33]([F:36])([F:35])[F:34])=[C:23](/[C:29](=[O:32])[CH2:30][CH3:31])\[C:24]([O:26][CH2:27][CH3:28])=[O:25].[F:37][C:38]([F:48])([F:47])[C:39]([F:46])([F:45])[C:40](OCC)=O>CCOCC.O>[OH:32][C:29]1[C:30]([CH3:31])=[C:40]([C:39]([F:45])([F:46])[C:38]([F:37])([F:47])[F:48])[N:21]=[C:22]([C:33]([F:34])([F:35])[F:36])[C:23]=1[C:24]([O:26][CH2:27][CH3:28])=[O:25] |f:0.1|. Procedure: To a -78° C. solution of LDA (0.10 mol), prepared from 0.10 mol of n-BuLi and 14 ml (0.10 mol) of diisopropylamine in 70 ml ether was added a solution of 10.0 g (0.042 mol) of product of Example 34 in 20 ml of ether slowly to maintain a temperature below -60° C. After stirring for 30 minutes, the reaction mixture was treated with 21 ml (0.042 mol) of ethyl pentafluoropropionate. After stirring at -78° C. for 15 minutes, the reaction mixture was warmed to 10° C. in 0.5 hour and poured into 100 ml...